This data is from the Open Reaction Database (ORD), a public repository of structured organic reaction records. The task is: describe an organic reaction: reactants, conditions, products, and yield The reactants are C(C)(C)(C)O (t-butanol), CC(C)([O-])C.[Na+] (sodium t-butoxide), C1(=CC=CC=C1)[C@H](C)N[C@@H]1[C@@H](CCCC1)C(=O)OCC ((1R,2S)-Ethyl 2-((S)-1-phenylethylamino)cyclohexanecarboxylate). The solvent is O1CCCC1 (tetrahydrofuran), O1CCCC1 (tetrahydrofuran), O1CCCC1 (Tetrahydrofuran). Conditions: temperature 9 celsius. The product is C1(=CC=CC=C1)[C@H](C)N[C@@H]1[C@H](CCCC1)C(=O)OCC ((1S,2S)-Ethyl 2-((S)-1-phenylethyl amino)cyclohexanecarboxylate). Yield: 97.5%. Reaction SMILES: C(O)(C)(C)C.CC(C)([O-])C.[Na+].[C:12]1([C@@H:18]([NH:20][C@H:21]2[CH2:26][CH2:25][CH2:24][CH2:23][C@H:22]2[C:27]([O:29][CH2:30][CH3:31])=[O:28])[CH3:19])[CH:17]=[CH:16][CH:15]=[CH:14][CH:13]=1>O1CCCC1>[C:12]1([C@@H:18]([NH:20][C@H:21]2[CH2:26][CH2:25][CH2:24][CH2:23][C@@H:22]2[C:27]([O:29][CH2:30][CH3:31])=[O:28])[CH3:19])[CH:13]=[CH:14][CH:15]=[CH:16][CH:17]=1 |f:1.2|. Procedure: Tetrahydrofuran (1.25 L) was charged to a reactor followed by t-butanol (150 mL), and sodium t-butoxide (313 g) under nitrogen at ambient temperature. Additional tetrahydrofuran (1.0 L) was added and then the contents were cooled to <10° C. A solution of (1R,2S)-ethyl 2-((S)-1-phenylethylamino)cyclohexane carboxylate (9, 243.9 g) in tetrahydrofuran (300 mL) was added in NLT 30 minutes, while maintaining the temperature between 6-12° C. After the addition was complete, the mixture was warmed to 2...